This data is from the Open Reaction Database (ORD), a public repository of structured organic reaction records. The task is: describe an organic reaction: reactants, conditions, products, and yield Procedure details: 1-(Thiophen-2-yl)ethanone (5.4 mL) was added to an ice cold suspension of aluminum chloride (33 g), in dry chloroform (100 mL). 2-Bromopropane (5.2 mL) was then added dropwise over 5 min. The reaction was allowed to warm to RT and stirred overnight. The dark suspension was cautiously poured onto ice and the mixture stirred for 10 min. The layers were separated and the aqueous phase extracted with DCM (100 mL). The combined organic layers were washed with sodium hydroxide solution (2M, 200 mL) an... Run at time 8 hour. RXN SMILES: [S:1]1[CH:5]=[CH:4][CH:3]=[C:2]1[C:6](=[O:8])[CH3:7].[Cl-].[Al+3].[Cl-].[Cl-].Br[CH:14]([CH3:16])[CH3:15]>C(Cl)(Cl)Cl>[CH:14]([C:4]1[CH:3]=[C:2]([C:6](=[O:8])[CH3:7])[S:1][CH:5]=1)([CH3:16])[CH3:15] |f:1.2.3.4|. Product: C(C)(C)C=1C=C(SC1)C(C)=O (1-(4-Isopropylthiophen-2-yl)ethanone). Starting materials: BrC(C)C (2-Bromopropane), S1C(=CC=C1)C(C)=O (1-(Thiophen-2-yl)ethanone), ice, [Cl-].[Al+3].[Cl-].[Cl-] (aluminum chloride). Run in C(Cl)(Cl)Cl (chloroform). Starting materials: O=C([O-])[O-], CC#N, Cc1c(C(=O)O)ccc(Cl)c1S, Cl, [Cs+], [Cs+], CCI, O. Product: CCSc1c(Cl)ccc(C(=O)O)c1C. Reaction SMILES: [C:1](=[O:2])([O-:3])[O-:4].[CH3:23][C:24]#[N:25].[Cl:7][c:8]1[c:9]([SH:18])[c:10]([CH3:17])[c:11]([C:12](=[O:13])[OH:14])[cH:15][cH:16]1.[ClH:22].[Cs+:5].[Cs+:6].[I:19][CH2:20][CH3:21].[OH2:26]>>[Cl:7][c:8]1[c:9]([S:18][CH2:20][CH3:21])[c:10]([CH3:17])[c:11]([C:12](=[O:13])[OH:14])[cH:15][cH:16]1. Starting materials: [OH-].[K+] (potassium hydroxide), C(C(=C)C)(=O)N (methacrylamide), ClCCC#N (3-chloropropionitrile), C1=CC=CC=2SC3=CC=CC=C3NC12 (phenothiazine). Solvent: CN(C=O)C (N,N-dimethylformamide). Run at time 3 hour. The product is C(#N)CCN(C(C(=C)C)=O)C (N-2-cyanoethyl-N-methylmethacrylamide). RXN SMILES: [OH-].[K+].[C:3]([NH2:8])(=[O:7])[C:4]([CH3:6])=[CH2:5].Cl[CH2:10][CH2:11][C:12]#[N:13].[CH:14]1C2NC3C(=CC=CC=3)SC=2C=CC=1>CN(C)C=O>[C:12]([CH2:11][CH2:10][N:8]([CH3:14])[C:3](=[O:7])[C:4]([CH3:6])=[CH2:5])#[N:13] |f:0.1|. Reported procedure: To 150 ml of N,N-dimethylformamide, were added 28 g of potassium hydroxide, 17 g of methacrylamide, 23 g of 3-chloropropionitrile and 0.05 g of phenothiazine. A reaction was carried out at 40° C. for 3 hours with stirring.